The task is: describe an organic reaction: reactants, conditions, products, and yield. This data is from the Open Reaction Database (ORD), a public repository of structured organic reaction records. Starting materials: [Si](C)(C)(C(C)(C)C)OCC1CC(=NO1)C1=CC=C(C=C1)C1=C(C=C(C=C1)N1C(O[C@H](C1)CNC(C)=O)=O)F (N-[((5S)-3-{4′-[5-({[tert-Butyl(dimethyl)silyl]oxy}methyl)-4,5-dihydroisoxazol-3-yl]-2-fluoro-1,1′-biphenyl-4-yl}-2-oxo-1,3-oxazolidin-5-yl)methyl]acetamide), [F-].C(CCC)[N+](CCCC)(CCCC)CCCC (tetrabutylammonium fluoride). Solvent: O1CCCC1 (tetrahydrofuran), O1CCCC1 (tetrahydrofuran). Conditions: time 30 minute. Product: FC1=C(C=CC(=C1)N1C(O[C@H](C1)CNC(C)=O)=O)C1=CC=C(C=C1)C1=NOC(C1)CO (N-[((5S)-3-{2-Fluoro-4′-[5-(hydroxymethyl)-4,5-dihydroisoxazol-3-yl]-1,1′-biphenyl-4-yl}-2-oxo-1,3-oxazolidin-5-yl)methyl]acetamide). The yield is 29.6%. Reaction SMILES: [Si]([O:8][CH2:9][CH:10]1[O:14][N:13]=[C:12]([C:15]2[CH:20]=[CH:19][C:18]([C:21]3[CH:26]=[CH:25][C:24]([N:27]4[CH2:31][C@H:30]([CH2:32][NH:33][C:34](=[O:36])[CH3:35])[O:29][C:28]4=[O:37])=[CH:23][C:22]=3[F:38])=[CH:17][CH:16]=2)[CH2:11]1)(C(C)(C)C)(C)C.[F-].C([N+](CCCC)(CCCC)CCCC)CCC>O1CCCC1>[F:38][C:22]1[CH:23]=[C:24]([N:27]2[CH2:31][C@H:30]([CH2:32][NH:33][C:34](=[O:36])[CH3:35])[O:29][C:28]2=[O:37])[CH:25]=[CH:26][C:21]=1[C:18]1[CH:19]=[CH:20][C:15]([C:12]2[CH2:11][CH:10]([CH2:9][OH:8])[O:14][N:13]=2)=[CH:16][CH:17]=1 |f:1.2|. Reported procedure: N-[((5S)-3-{4′-[5-({[tert-Butyl(dimethyl)silyl]oxy}methyl)-4,5-dihydroisoxazol-3-yl]-2-fluoro-1,1′-biphenyl-4-yl}-2-oxo-1,3-oxazolidin-5-yl)methyl]acetamide (164 mg, 0.3 mmol) was dissolved in tetrahydrofuran (5 ml) at room temperature. A solution of tetrabutylammonium fluoride in tetrahydrofuran (1M; 0.3 ml, 0.3 mmol) was added and the reaction mixture stirred for 30 minutes. The solvent was removed in vacuo then dichloromethane (2 ml) added. Purification by chromatography (SiO2 10 g bond elut;... Starting materials: 0.91, [BH4-].[Na+] (sodium borohydride), C(C)(C)(C)C1=CC=C(C=O)C=C1 (4-tert-butylbenzaldehyde), Cl.FC1=C(C=C(C=C1)C(F)(F)F)CCN (2-(2-fluoro-5-trifluoromethyl -phenyl)-ethylamine hydrochloride), C([O-])([O-])=O.[K+].[K+] (potassium carbonate), Cl (HCl). Run in CO (methanol). Run at time 30 minute. Yields the product C(C)(C)(C)C1=CC=C(CNCCC2=C(C=CC(=C2)C(F)(F)F)F)C=C1 ((4-tert-butyl-benzyl)-[2-(2-fluoro-5-trifluoromethyl-phenyl)-ethyl]-amine). Yield: 100.0%. As a reaction SMILES: [C:1]([C:5]1[CH:12]=[CH:11][C:8]([CH:9]=O)=[CH:7][CH:6]=1)([CH3:4])([CH3:3])[CH3:2].Cl.[F:14][C:15]1[CH:20]=[CH:19][C:18]([C:21]([F:24])([F:23])[F:22])=[CH:17][C:16]=1[CH2:25][CH2:26][NH2:27].C(=O)([O-])[O-].[K+].[K+].[BH4-].[Na+].Cl>CO>[C:1]([C:5]1[CH:12]=[CH:11][C:8]([CH2:9][NH:27][CH2:26][CH2:25][C:16]2[CH:17]=[C:18]([C:21]([F:22])([F:23])[F:24])[CH:19]=[CH:20][C:15]=2[F:14])=[CH:7][CH:6]=1)([CH3:4])([CH3:3])[CH3:2] |f:1.2,3.4.5,6.7|. Procedure details: 4 ml of 4-tert-butylbenzaldehyde (24 mmol), 3.9 g of 2-(2-fluoro-5-trifluoromethyl -phenyl)-ethylamine hydrochloride (16 mmol) and 2.2 g of potassium carbonate (18.1 mmol) were suspended in 55 ml methanol at rt, and after stirring for 30 min at rt, were refluxed for 2.5 h. After cooling down to rt, 0.91 (24 mmol) of sodium borohydride were added and after stirring for 5 min at rt, the reaction mixture was refluxed for 2.5 h. After cooling down to rt, the reaction mixture was treated with 5 ml 1 ... The reactants are ClC=1C2=C(N=CN1)NC(=C2)C2=CC=CC=C2 (4-Chloro-6-phenyl-7H-pyrrolo[2,3-d]pyrimidine), CNC1CCCCC1 (N-methylcyclohexylamine). Product: C1(CCCCC1)N(C=1C2=C(N=CN1)NC(=C2)C2=CC=CC=C2)C (Cyclohexyl-methyl-(6-phenyl-7H-pyrrolo[2,3-d]pyrimidin-4-yl)-amine). Isolated yield 10.5%. RXN SMILES: Cl[C:2]1[C:3]2[CH:10]=[C:9]([C:11]3[CH:16]=[CH:15][CH:14]=[CH:13][CH:12]=3)[NH:8][C:4]=2[N:5]=[CH:6][N:7]=1.[CH3:17][NH:18][CH:19]1[CH2:24][CH2:23][CH2:22][CH2:21][CH2:20]1>>[CH:19]1([N:18]([CH3:17])[C:2]2[C:3]3[CH:10]=[C:9]([C:11]4[CH:16]=[CH:15][CH:14]=[CH:13][CH:12]=4)[NH:8][C:4]=3[N:5]=[CH:6][N:7]=2)[CH2:24][CH2:23][CH2:22][CH2:21][CH2:20]1. Procedure details: The product from Method E (50 mg/0.218 mmol) was reacted with 0.12 mL of N-methylcyclohexylamine (0.920 mmol) as described in Method B. The reaction mixture was concentrate in vacuo, methanol was added, and the resulting precipitate filtered to provide 7 mg (10%) of the title compound as a yellow solid. 1H NMR (400 MHz, CDCl3) δ: 1.18-1.25 (m, 1H), 1.47-1.66 (m, 4H), 1.75-1.90 (m, 5H), 3.30 (s, 3H), 4.74 (br, 1H), 6.79 (s, 1H), 7.32-7.36 (m, 1H), 7.47-7.51 (m, 2H), 7.77 (d, 2H, J=7.9 Hz), 8.33 (... Reactants: CCOCC, Clc1ccc2nccn2n1, Cl, NCCCN1CCOCC1. Product: Cl, c1cn2nc(NCCCN3CCOCC3)ccc2n1. As a reaction SMILES: [CH3:22][CH2:23][O:24][CH2:25][CH3:26].[Cl:1][c:2]1[cH:3][cH:4][c:5]2[n:6]([n:7]1)[cH:8][cH:9][n:10]2.[ClH:21].[O:11]1[CH2:12][CH2:13][N:14]([CH2:17][CH2:18][CH2:19][NH2:20])[CH2:15][CH2:16]1>>[ClH:1].[c:2]1([NH:20][CH2:19][CH2:18][CH2:17][N:14]2[CH2:13][CH2:12][O:11][CH2:16][CH2:15]2)[cH:3][cH:4][c:5]2[n:6]([n:7]1)[cH:8][cH:9][n:10]2.